From a dataset of the Open Reaction Database (ORD), a public repository of structured organic reaction records. describe an organic reaction: reactants, conditions, products, and yield Reactants: NC1=C(C=C(C=C1)Cl)/C=C/C1=CC=C(C(=O)OC)C=C1 (methyl 4-[2-(2-amino-5-chlorophenyl)-(E)-vinyl]benzoate), ClC1=CC=C(C=C1)S(=O)(=O)Cl (p-chlorobenzenesulfonylchloride), Cl (HCl). The solvent is C(Cl)Cl (methylene chloride), N1=CC=CC=C1 (pyridine). Run at time 8 hour. The product is ClC1=CC=C(C=C1)S(=O)(=O)NC1=C(C=C(C=C1)Cl)/C=C/C1=CC=C(C(=O)OC)C=C1 (Methyl 4-[2-[2-(4-chlorophenylsulfonylamino)-5-chlorophenyl]-(E)-vinyl]benzoate). Yield: 98.1%. As a reaction SMILES: [NH2:1][C:2]1[CH:7]=[CH:6][C:5]([Cl:8])=[CH:4][C:3]=1/[CH:9]=[CH:10]/[C:11]1[CH:20]=[CH:19][C:14]([C:15]([O:17][CH3:18])=[O:16])=[CH:13][CH:12]=1.[Cl:21][C:22]1[CH:27]=[CH:26][C:25]([S:28](Cl)(=[O:30])=[O:29])=[CH:24][CH:23]=1.Cl>C(Cl)Cl.N1C=CC=CC=1>[Cl:21][C:22]1[CH:27]=[CH:26][C:25]([S:28]([NH:1][C:2]2[CH:7]=[CH:6][C:5]([Cl:8])=[CH:4][C:3]=2/[CH:9]=[CH:10]/[C:11]2[CH:12]=[CH:13][C:14]([C:15]([O:17][CH3:18])=[O:16])=[CH:19][CH:20]=2)(=[O:30])=[O:29])=[CH:24][CH:23]=1. Procedure: To methyl 4-[2-(2-amino-5-chlorophenyl)-(E)-vinyl]benzoate (130 mg; prepared in Reference Example 5.) in methylene chloride (3 ml), pyridine (0.073 μl) and p-chlorobenzenesulfonylchloride (114 mg) were added. The mixture was stirred overnight at room temperature. The reaction mixture was poured into diluted HCl and extracted with ethyl acetate. The organic layer was washed, dried over and concentrated under the reduced pressure. The residue was purified on silica gel column chromatography (AcOEt... Reactants: CCOCC, COc1ccc(CBr)cc1OC, CN(C)C=O, c1ccc(P(c2ccccc2)c2ccccc2)cc1. Product: [Br-], COc1ccc(C[P+](c2ccccc2)(c2ccccc2)c2ccccc2)cc1OC. Reaction SMILES: [CH2:32]([O:33][CH2:34][CH3:35])[CH3:36].[CH3:1][O:2][c:3]1[cH:4][c:5]([CH2:11][Br:12])[cH:6][cH:7][c:8]1[O:9][CH3:10].[CH3:37][N:38]([CH3:39])[CH:40]=[O:41].[c:13]1([P:19]([c:20]2[cH:21][cH:22][cH:23][cH:24][cH:25]2)[c:26]2[cH:27][cH:28][cH:29][cH:30][cH:31]2)[cH:14][cH:15][cH:16][cH:17][cH:18]1>>[Br-:12].[CH3:1][O:2][c:3]1[cH:4][c:5]([CH2:11][P+:19]([c:13]2[cH:14][cH:15][cH:16][cH:17][cH:18]2)([c:20]2[cH:21][cH:22][cH:23][cH:24][cH:25]2)[c:26]2[cH:27][cH:28][cH:29][cH:30][cH:31]2)[cH:6][cH:7][c:8]1[O:9][CH3:10]. Reactants: CC(CN)(C)O (2-Methyl-2-hydroxypropylamine), O=S(Cl)Cl (SOCl2), CC1=C(C=CC(=C1)[N+](=O)[O-])N=C=S (2-methyl-4-nitrophenyl isothiocyanate). Yields the product CC1=C(C=CC(=C1)[N+](=O)[O-])N=C1SC(CN1)(C)C (2-(2-methyl-4-nitrophenylimino)-5,5-dimethyl-1,3-thiazolidine). Reaction SMILES: [CH3:1][C:2](O)([CH3:5])[CH2:3][NH2:4].O=S(Cl)Cl.[CH3:11][C:12]1[CH:17]=[C:16]([N+:18]([O-:20])=[O:19])[CH:15]=[CH:14][C:13]=1[N:21]=[C:22]=[S:23]>>[CH3:11][C:12]1[CH:17]=[C:16]([N+:18]([O-:20])=[O:19])[CH:15]=[CH:14][C:13]=1[N:21]=[C:22]1[NH:4][CH2:3][C:2]([CH3:5])([CH3:1])[S:23]1. Procedure: 2-Methyl-2-hydroxypropylamine was reacted with SOCl2 followed by 2-methyl-4-nitrophenyl isothiocyanate according to Method C1a to afford 2-(2-methyl-4-nitrophenylimino)-5,5-dimethyl-1,3-thiazolidine. Reactants: BrC=1C=C2C(=NC1)NC(=C2C)[Si](C)(C)C (5-bromo-3-methyl-2-(trimethylsilyl)-1H-pyrrolo[2,3-b]pyridin), Cl (HCl). The solvent is C1CCOC1 (THF). The product is BrC=1C=C2C(=NC1)NC=C2C (5-bromo-3-methyl-1H-pyrrolo[2,3-b]pyridine). Isolated yield 53.2%. RXN SMILES: [Br:1][C:2]1[CH:3]=[C:4]2[C:10]([CH3:11])=[C:9]([Si](C)(C)C)[NH:8][C:5]2=[N:6][CH:7]=1.Cl>C1COCC1>[Br:1][C:2]1[CH:3]=[C:4]2[C:10]([CH3:11])=[CH:9][NH:8][C:5]2=[N:6][CH:7]=1. Reported procedure: To a solution of 5-bromo-3-methyl-2-(trimethylsilyl)-1H-pyrrolo[2,3-b]pyridin (B-5-3) (5 g, 17.8 mmol) in THF (50 mL) was added 2 N HCl (20 mL). The mixture was stirred at reflux overnight. HPLC showed the reaction was complete. After the mixture was concentrated under reduced pressure, the residue was dissolved in aqueous NaHCO3 (20 mL) and extracted with EtOAc (10 mL×3). The organic layer was washed with saturated aqueous NaCl, dried over Na2SO4 and concentrated to give crude product, which wa... Starting materials: C(C=C)C1(CCN(C(O1)=O)C(C)C1=NC=C(C=C1)Br)C1=CC=C(C=C1)F (6-allyl-3-(1-(5-bromopyridin-2-yl)ethyl)-6-(4-fluorophenyl)-1,3-oxazinan-2-one), FC1=C(C=CC(=C1)F)B(O)O (2,4-difluorophenylboronic acid), C(=O)([O-])[O-].[Cs+].[Cs+] (Cs2CO3). Reagents/catalysts: Cl[Pd]([P](C1=CC=CC=C1)(C2=CC=CC=C2)C3=CC=CC=C3)([P](C4=CC=CC=C4)(C5=CC=CC=C5)C6=CC=CC=C6)Cl (PdCl2(PPh3)2). The solvent is O1CCOCC1 (1,4-dioxane). Yields the product C(C=C)C1(CCN(C(O1)=O)C(C)C1=NC=C(C=C1)C1=C(C=C(C=C1)F)F)C1=CC=C(C=C1)F (6-allyl-3-(1-(5-(2,4-difluorophenyl)pyridin-2-yl)ethyl)-6-(4-fluorophenyl)-1,3-oxazinan-2-one). Yield: 46.0%. RXN SMILES: [CH2:1]([C:4]1([C:20]2[CH:25]=[CH:24][C:23]([F:26])=[CH:22][CH:21]=2)[O:9][C:8](=[O:10])[N:7]([CH:11]([C:13]2[CH:18]=[CH:17][C:16](Br)=[CH:15][N:14]=2)[CH3:12])[CH2:6][CH2:5]1)[CH:2]=[CH2:3].[F:27][C:28]1[CH:33]=[C:32]([F:34])[CH:31]=[CH:30][C:29]=1B(O)O.C([O-])([O-])=O.[Cs+].[Cs+]>O1CCOCC1.Cl[Pd](Cl)([P](C1C=CC=CC=1)(C1C=CC=CC=1)C1C=CC=CC=1)[P](C1C=CC=CC=1)(C1C=CC=CC=1)C1C=CC=CC=1>[CH2:1]([C:4]1([C:20]2[CH:25]=[CH:24][C:23]([F:26])=[CH:22][CH:21]=2)[O:9][C:8](=[O:10])[N:7]([CH:11]([C:13]2[CH:18]=[CH:17][C:16]([C:31]3[CH:30]=[CH:29][C:28]([F:27])=[CH:33][C:32]=3[F:34])=[CH:15][N:14]=2)[CH3:12])[CH2:6][CH2:5]1)[CH:2]=[CH2:3] |f:2.3.4,^1:52,71|. Procedure details: A solution of 6-allyl-3-(1-(5-bromopyridin-2-yl)ethyl)-6-(4-fluorophenyl)-1,3-oxazinan-2-one (100 mg, 0.24 mmol), 2,4-difluorophenylboronic acid (56.9 mg, 0.36 mmol), PdCl2(PPh3)2 (10 mg, 10%) and aqueous solution of Cs2CO3 (2 M, 0.2 mL) in 1,4-dioxane (3 mL) was heated to reflux overnight. After the solvents were evaporated, the crude product was purified by preparative TLC to give 6-allyl-3-(1-(5-(2,4-difluorophenyl)pyridin-2-yl)ethyl)-6-(4-fluorophenyl)-1,3-oxazinan-2-one (50 mg, 46%). LC-MS ... The reactants are BrC=1C=C(CO)C=CC1 (3-bromobenzylalcohol), C(CCC)[Li] (butyllithium), C[Si](C)(C)Cl (trimethylsilylchloride), ice water. Solvent: C(C)OCC (diethyl ether), C(C)OCC (diethyl ether). Run at time 30 minute. Yields the product C[Si](C=1C=C(CO)C=CC1)(C)C (3-Trimethylsilylbenzylalcohol). RXN SMILES: Br[C:2]1[CH:3]=[C:4]([CH:7]=[CH:8][CH:9]=1)[CH2:5][OH:6].C([Li])CCC.[CH3:15][Si:16](Cl)([CH3:18])[CH3:17]>C(OCC)C>[CH3:15][Si:16]([CH3:18])([CH3:17])[C:2]1[CH:3]=[C:4]([CH:7]=[CH:8][CH:9]=1)[CH2:5][OH:6]. Procedure: To a solution of 3-bromobenzylalcohol (9.35 g, 50 mmol) in diethyl ether (50 ml) at 0° C. was added dropwise 1.5M butyllithium (66.7 ml) and the mixture was stirred 30 min. Then trimethylsilylchloride (11.39 g, 105 mmol) in diethyl ether (50 ml) was added dropwise and the mixture was stirred at room temperature 18 hours. The reaction mixture was treated with ice water (100 ml) and the organic layer extracted, washed with water, brine, dried over MgSO4 and concentrated. The crude product was diss... Starting materials: ClCCN(C1=CC=C(C=C1)CCCC(=O)OC)CCCl (methyl 4-(4-(bis(2-chloroethyl)amino)phenyl)butanoate), C(=O)([O-])[O-].[K+].[K+] (K2CO3), C1(O)=CC=C(O)C=C1 (Hydroquinone). The solvent is CN(C)C=O (DMF). Run at temperature 80 celsius, time 6 hour. Product: OC1=CC=C(OCCN(C2=CC=C(C=C2)CCCC(=O)OC)CCOC2=CC=C(C=C2)O)C=C1 (methyl 4-(4-(bis(2-(4-hydroxyphenoxy)ethyl)amino)phenyl)butanoate). Isolated yield 21.6%. As a reaction SMILES: Cl[CH2:2][CH2:3][N:4]([CH2:18][CH2:19]Cl)[C:5]1[CH:10]=[CH:9][C:8]([CH2:11][CH2:12][CH2:13][C:14]([O:16][CH3:17])=[O:15])=[CH:7][CH:6]=1.[C:21]([O-:24])([O-])=O.[K+].[K+].[C:27]1([CH:34]=[CH:33][C:31]([OH:32])=[CH:30][CH:29]=1)[OH:28]>CN(C=O)C>[OH:28][C:27]1[CH:34]=[CH:33][C:31]([O:32][CH2:2][CH2:3][N:4]([CH2:18][CH2:19][O:28][C:27]2[CH:34]=[CH:33][C:21]([OH:24])=[CH:30][CH:29]=2)[C:5]2[CH:10]=[CH:9][C:8]([CH2:11][CH2:12][CH2:13][C:14]([O:16][CH3:17])=[O:15])=[CH:7][CH:6]=2)=[CH:30][CH:29]=1 |f:1.2.3|. Reported procedure: A mixture of compound 27a (470 mg, 1.48 mmol), K2CO3 (440 mg, 3 mmol), and KI (50 mg, 0.3 mmol) in DMF (50 mL) was bubbled with argon for 10 min. Hydroquinone (660 mg, 6 mmol) was added to the mixture under argon. The reaction mixture was heated and stirred at 80° C. for 6 hr. After cooling to room temperature, the solvent was evaporated and the residue was quenched with 100 mL water. The mixture was adjusted pH to ˜7 with diluted hydrochloric acid. The mixture was then extracted with EtOAc and ...